From a dataset of the Open Reaction Database (ORD), a public repository of structured organic reaction records. describe an organic reaction: reactants, conditions, products, and yield Starting materials: CC(C)(C)OC(=O)N1CCCNCC1, O=C([O-])[O-], CS(C)=O, CN(c1cc(F)ccc1[N+](=O)[O-])S(C)(=O)=O, [K+], [K+], O. The product is CN(c1cc(N2CCCN(C(=O)OC(C)(C)C)CC2)ccc1[N+](=O)[O-])S(C)(=O)=O. RXN SMILES: [C:17]([CH3:18])([CH3:19])([CH3:20])[O:21][C:22](=[O:23])[N:24]1[CH2:25][CH2:26][NH:27][CH2:28][CH2:29][CH2:30]1.[C:31](=[O:32])([O-:33])[O-:34].[CH3:38][S:39]([CH3:40])=[O:41].[F:1][c:2]1[cH:3][cH:4][c:5]([N+:14](=[O:15])[O-:16])[c:6]([N:8]([S:9](=[O:10])(=[O:11])[CH3:12])[CH3:13])[cH:7]1.[K+:35].[K+:36].[OH2:37]>>[c:2]1([N:27]2[CH2:26][CH2:25][N:24]([C:22]([O:21][C:17]([CH3:18])([CH3:19])[CH3:20])=[O:23])[CH2:30][CH2:29][CH2:28]2)[cH:3][cH:4][c:5]([N+:14](=[O:15])[O-:16])[c:6]([N:8]([S:9](=[O:10])(=[O:11])[CH3:12])[CH3:13])[cH:7]1. Reactants: CN1CCC(CC1)=C1C2=C(OCC3=C1C=CC=C3)C=C(C=C2)C(=O)O (11-(1-Methyl-piperidin-4-ylidene)-6,11-dihydro-dibenzo[b,e]oxepine-3-carboxylic acid), C(C)NCC (diethylamine). Yields the product C(C)NC(=O)C=1C=CC2=C(OCC3=C(C2=C2CCN(CC2)C)C=CC=C3)C1 (11-(1-Methyl-piperidin-4-ylidene)-6,11-dihydro-dibenzo[b,e]oxepine-3-carboxylic acid ethylamide). RXN SMILES: [CH3:1][N:2]1[CH2:7][CH2:6][C:5](=[C:8]2[C:14]3[CH:15]=[CH:16][CH:17]=[CH:18][C:13]=3[CH2:12][O:11][C:10]3[CH:19]=[C:20]([C:23](O)=[O:24])[CH:21]=[CH:22][C:9]2=3)[CH2:4][CH2:3]1.[CH2:26]([NH:28]CC)[CH3:27]>>[CH2:26]([NH:28][C:23]([C:20]1[CH:21]=[CH:22][C:9]2[C:8](=[C:5]3[CH2:6][CH2:7][N:2]([CH3:1])[CH2:3][CH2:4]3)[C:14]3[CH:15]=[CH:16][CH:17]=[CH:18][C:13]=3[CH2:12][O:11][C:10]=2[CH:19]=1)=[O:24])[CH3:27]. Procedure details: The title compound was synthesized from compound 4d using an adaptation of Procedure 6, substituting ethylamine for diethylamine. MS m/z (MH+) 363.0. Starting materials: OC1(C(NC(NC1=O)=O)=O)C1=CSC=C1 (5-Hydroxy-5-(3-thienyl)-2,4,6(1H,3H,5H)pyrimidinetrione), [OH-].[Na+] (sodium hydroxide). The solvent is C(C)(=O)O (acetic acid). Conditions: time 15 minute. The product is S1C=C(C=C1)C1C(NC(O1)=O)=O (5-(3-thienyl)oxazolidine-2,4-dione). Isolated yield 51.4%. RXN SMILES: [OH:1][C:2]1([C:11]2[CH:15]=[CH:14][S:13][CH:12]=2)C(=O)N[C:5](=[O:9])[NH:4][C:3]1=[O:10].[OH-].[Na+]>C(O)(=O)C>[S:13]1[CH:14]=[CH:15][C:11]([CH:2]2[O:1][C:5](=[O:9])[NH:4][C:3]2=[O:10])=[CH:12]1 |f:1.2|. Procedure: 5-Hydroxy-5-(3-thienyl)-2,4,6(1H,3H,5H)pyrimidinetrione (1.16 g., 5.1 mmoles) was dissolved in 1 N sodium hydroxide (11 ml., 11 mmoles) and allowed to stand at room temperature for 15 minutes. The solution was acidified with acetic acid, and product allowed to crystallize over 35 minutes. Filtration gave 5-(3-thienyl)oxazolidine-2,4-dione (480 mg., 51%; m.p. 133°-135° C.). An additional crop of product was obtained by extracting the mother liquor with ethyl acetate. The extract was back washed w... Reactants: O1C(=CC=C1)CC(=O)NC1[C@@H]2N(C(=C(CS2)C)C(=O)[O-])C1=O (7-(2'-[fur-2-yl]-acetamido)-3-methylceph-3-em-4-carboxylate), C1(=CC=CC=C1)OC (anisole), FC(C(=O)O)(F)F (trifluoroacetic acid), Example 10 ( b ). The product is OC(C(=O)NC1[C@@H]2N(C(=C(CS2)C)C(=O)O)C1=O)C=1OC=CC1 (7-[2'-hydroxy-2'-(fur-2-yl)acetamido]-3-methylceph-3-em-4-carboxylic acid). Yield: 57.3%. Reaction SMILES: [O:1]1[CH:5]=[CH:4][CH:3]=[C:2]1[CH2:6][C:7]([NH:9][CH:10]1[C:21](=[O:22])[N:12]2[C:13]([C:18]([O-:20])=[O:19])=[C:14]([CH3:17])[CH2:15][S:16][C@H:11]12)=[O:8].C1([O:29]C)C=CC=CC=1.FC(F)(F)C(O)=O>>[OH:29][CH:6]([C:2]1[O:1][CH:5]=[CH:4][CH:3]=1)[C:7]([NH:9][CH:10]1[C:21](=[O:22])[N:12]2[C:13]([C:18]([OH:20])=[O:19])=[C:14]([CH3:17])[CH2:15][S:16][C@H:11]12)=[O:8]. Reported procedure: Diphenylmethyl (6R,7R,2'R and S)-7-(2'-[fur-2-yl]-acetamido)-3-methylceph-3-em-4-carboxylate (463mg, 1.365 mmole) was treated with anisole and trifluoroacetic acid in the manner described previously [see Example 10 (b)] to give (6R,7R,2'R and S)-7-[2'-hydroxy-2'-(fur-2-yl)acetamido]-3-methylceph-3-em-4-carboxylic acid as a foam (368mg, 1.09 mmole, 57.3%). The title compound was obtained from the acid (368mg, 1.1 mole) by treatment with sodium 2-ethylhexanoate in acetone and ether, as a pale-brow... Reactants: Cl.CN1CC(NC2=C(C1)C=C(C=N2)/C=C/C(=O)O)=O ((E)-3-(4-Methyl-2-oxo-2,3,4,5-tetrahydro-1H-pyrido[2,3-e][1,4]diazepin-7-yl)acrylic acid hydrochloride), CNCC1=C(C2=CC=CC=C2C=C1)CCC (methyl-(1-propyl-naphthalen-2-ylmethyl)amine), C(C)(C)N(CC)C(C)C (diisopropylethylamine), O.ON1N=NC2=C1C=CC=C2 (1-hydroxybenzotriazole hydrate), Cl.CN(CCCN=C=NCC)C (1-(3-dimethylaminopropyl)-3-ethylcarbodiimide hydrochloride). Run in CN(C)C=O (DMF). Conditions: time 18 hour. Yields the product Cl.CN(C(\C=C\C1=CC2=C(NC(CN(C2)C)=O)N=C1)=O)CC1=C(C2=CC=CC=C2C=C1)CCC ((E)-N-Methyl-3-(4-methyl-2-oxo-2,3,4,5-tetrahydro-1H-pyrido[2,3-e][1,4]diazepin-7-yl)-N-(1-propyl-naphthalen-2-ylmethyl)acrylamide hydrochloride). Isolated yield 38.2%. As a reaction SMILES: [ClH:1].[CH3:2][N:3]1[CH2:9][C:8]2[CH:10]=[C:11](/[CH:14]=[CH:15]/[C:16]([OH:18])=O)[CH:12]=[N:13][C:7]=2[NH:6][C:5](=[O:19])[CH2:4]1.[CH3:20][NH:21][CH2:22][C:23]1[CH:32]=[CH:31][C:30]2[C:25](=[CH:26][CH:27]=[CH:28][CH:29]=2)[C:24]=1[CH2:33][CH2:34][CH3:35].C(N(C(C)C)CC)(C)C.O.ON1C2C=CC=CC=2N=N1.Cl.CN(C)CCCN=C=NCC>CN(C=O)C>[ClH:1].[CH3:20][N:21]([CH2:22][C:23]1[CH:32]=[CH:31][C:30]2[C:25](=[CH:26][CH:27]=[CH:28][CH:29]=2)[C:24]=1[CH2:33][CH2:34][CH3:35])[C:16](=[O:18])/[CH:15]=[CH:14]/[C:11]1[CH:12]=[N:13][C:7]2[NH:6][C:5](=[O:19])[CH2:4][N:3]([CH3:2])[CH2:9][C:8]=2[CH:10]=1 |f:0.1,4.5,6.7,9.10|. Procedure: (E)-3-(4-Methyl-2-oxo-2,3,4,5-tetrahydro-1H-pyrido[2,3-e][1,4]diazepin-7-yl)acrylic acid hydrochloride (1.40 g, 1.25 mmol) was added to a solution of methyl-(1-propyl-naphthalen-2-ylmethyl)amine (0.292 g, 1.37 mmol) and diisopropylethylamine (0.65 mL, 3.75 mmol) in DMF (25 mL) followed by the addition of 1-hydroxybenzotriazole hydrate (0.185 g, 1.37 mmol) and 1-(3-dimethylaminopropyl)-3-ethylcarbodiimide hydrochloride (0.263 g, 1.37 mmol). The reaction was allowed to stir at room temperature for... RXN SMILES: [CH:27]1([NH2:30])[CH2:28][CH2:29]1.[CH:2]1([NH:11][c:12]2[n:13][c:14]3[cH:15][cH:16][c:17]([NH:22][C:23]([S:24][CH3:25])=[NH:26])[cH:18][c:19]3[cH:20][cH:21]2)[CH2:3][CH2:4][c:5]2[cH:6][cH:7][cH:8][cH:9][c:10]21.[IH:1]>>[CH:2]1([NH:11][c:12]2[n:13][c:14]3[cH:15][cH:16][c:17]([NH:22][C:23](=[NH:26])[NH:30][CH:27]4[CH2:28][CH2:29]4)[cH:18][c:19]3[cH:20][cH:21]2)[CH2:3][CH2:4][c:5]2[cH:6][cH:7][cH:8][cH:9][c:10]21. Reactants: NC1CC1, CSC(=N)Nc1ccc2nc(NC3CCc4ccccc43)ccc2c1, I. The product is N=C(Nc1ccc2nc(NC3CCc4ccccc43)ccc2c1)NC1CC1. The reactants are NC1=NC(=NN1)SC (5-amino-3-methylthio-1H-1,2,4-triazole), Cl.C(C1=CC=CC=C1)N1CC(C(CC1)=O)C(=O)OC (1-benzyl-3-carbomethoxy-4-piperidone-hydrochloride), [OH-].[NH4+] (ammonium hydroxide). The solvent is C(C)(=O)O (acetic acid). Run at time 5.5 hour. The product is C(C1=CC=CC=C1)N1CC2=C(N=C3N(C2)NC(=N3)SC)C(C1)=O (7-benzyl-2-methylthio-6,7,8,9-tetrahydro-pyrido[4,3-d]-1,2,4-triazolo[1,5-a]pyrimidine-5(10H)-one). Isolated yield 54.0%. As a reaction SMILES: [NH2:1][C:2]1[NH:6][N:5]=[C:4]([S:7][CH3:8])[N:3]=1.Cl.[CH2:10]([N:17]1[CH2:22][CH2:21][C:20](=O)[CH:19]([C:24](OC)=O)[CH2:18]1)[C:11]1[CH:16]=[CH:15][CH:14]=[CH:13][CH:12]=1.[OH-:28].[NH4+]>C(O)(=O)C>[CH2:10]([N:17]1[CH2:22][C:21](=[O:28])[C:20]2[N:1]=[C:2]3[N:3]=[C:4]([S:7][CH3:8])[NH:5][N:6]3[CH2:24][C:19]=2[CH2:18]1)[C:11]1[CH:16]=[CH:15][CH:14]=[CH:13][CH:12]=1 |f:1.2,3.4|. Reported procedure: A solution of 39.05 g (0.3 mole) of 5-amino-3-methylthio-1H-1,2,4-triazole, 85.1 g (0.3 mole) of 1-benzyl-3-carbomethoxy-4-piperidone-hydrochloride and 125 ml of acetic acid is heated to boiling for 5.5 hours. The reaction mixture is cooled and 350 ml of concentrated ammonium hydroxide are added. The mixture is allowed to stand for 16 hours at room temperature, the precipitated crystals are filtered and washed with water. The product is heated to boiling in 300 ml of methanol for 15 minutes and ...